The task is: describe an organic reaction: reactants, conditions, products, and yield. This data is from the Open Reaction Database (ORD), a public repository of structured organic reaction records. The reactants are CC1=CC(NC=2CC(CC(C12)=O)C1=CSC=C1)=O (4-methyl-7-(thiophen-3-yl)-1,2,5,6,7,8-hexahydroquinoline-2,5-dione), C(=N)(N)NN.Cl (aminoguanidine hydrochloride), C(C)OCCO (2-ethoxyethanol), Cl (hydrochloric acid). Run at temperature 125 celsius, time 13 hour. The product is Cl.N(C(=N)N)N=C1C=2C(=CC(NC2CC(C1)C1=CSC=C1)=O)C (5-guanidinoimino-4-methyl-7-(thiophen-3-yl)-1,2,5,6,7,8-hexahydroquinolin-2-one hydrochloride). The yield is 44.2%. Reaction SMILES: [CH3:1][C:2]1[C:11]2[C:10](=O)[CH2:9][CH:8]([C:13]3[CH:17]=[CH:16][S:15][CH:14]=3)[CH2:7][C:6]=2[NH:5][C:4](=[O:18])[CH:3]=1.[C:19]([NH:22][NH2:23])([NH2:21])=[NH:20].[ClH:24].C(OCCO)C.Cl>>[ClH:24].[NH:22]([N:23]=[C:10]1[CH2:9][CH:8]([C:13]2[CH:17]=[CH:16][S:15][CH:14]=2)[CH2:7][C:6]2[NH:5][C:4](=[O:18])[CH:3]=[C:2]([CH3:1])[C:11]1=2)[C:19]([NH2:21])=[NH:20] |f:1.2,5.6|. Procedure details: To a mixture of 4-methyl-7-(thiophen-3-yl)-1,2,5,6,7,8-hexahydroquinoline-2,5-dione (0.155 g) and aminoguanidine hydrochloride (73 mg) were added 2-ethoxyethanol (2 ml) and 2N hydrochloric acid (0.3 ml), and the mixture was stirred at 125° C. for 13 hours and cooled. Precipitated crystals were filtered, washed with ethanol and dried to give 5-guanidinoimino-4-methyl-7-(thiophen-3-yl)-1,2,5,6,7,8-hexahydroquinolin-2-one hydrochloride (Compound 138) (0.093 g) as colorless crystals. The reactants are 18.9, CCCCN=C=O (N-butyl isocyanate), FC(C=1C=C(OC2CNC2)C=CC1)(F)F (3-[3-(trifluoromethyl)-phenoxy]azetidine), C1(=CC=CC=C1)CC1=CC=CC=C1 (diphenylmethane). Solvent: C(C)(C)OC(C)C (isopropyl ether). Reaction conditions: time 20 minute. Product: C(CCC)NC(=O)N1CC(C1)OC1=CC(=CC=C1)C(F)(F)F (N-Butyl-3-[3-(trifluoromethyl)phenoxy]-1-azetidinecarboxamide). Reaction SMILES: [F:1][C:2]([F:15])([F:14])[C:3]1[CH:4]=[C:5]([CH:11]=[CH:12][CH:13]=1)[O:6][CH:7]1[CH2:10][NH:9][CH2:8]1.C1(CC2C=CC=CC=2)C=CC=CC=1.[CH3:29][CH2:30][CH2:31][CH2:32][N:33]=[C:34]=[O:35]>C(OC(C)C)(C)C>[CH2:32]([NH:33][C:34]([N:9]1[CH2:10][CH:7]([O:6][C:5]2[CH:11]=[CH:12][CH:13]=[C:3]([C:2]([F:1])([F:14])[F:15])[CH:4]=2)[CH2:8]1)=[O:35])[CH2:31][CH2:30][CH3:29]. Procedure: A solution of 18.9 (0.05 mole) of crude 3-[3-(trifluoromethyl)-phenoxy]azetidine (contains an equal molar amount of diphenylmethane) in 100 ml of isopropyl ether was stirred under nitrogen while 4.96 g (0.05 mole) of N-butyl isocyanate was slowly added. The clear reaction solution became warm to the touch, and after 20 minutes a white crystalline solid began to precipitate. After stirring for 16 hr, the solid was removed by filtration, washed with fresh isopropyl ether and air dried to yield 8 g... Reactants: C(#N)C=1C(N(C(N(C1N=CN(C)C)C)=O)C)=O (5-cyano-6-dimethylaminomethyleneamino-1,3-dimethyluracil), CN (methylamine). The solvent is CO (methanol). Run at time 8 hour. Product: CNC1=C2C(=NC=N1)N(C(N(C2=O)C)=O)C (5-methylamino-1,3-dimethylpyrimido[4,5-d]pyrimidine-2,4-dione). Isolated yield 85.0%. As a reaction SMILES: [C:1]([C:3]1[C:4](=[O:17])[N:5]([CH3:16])[C:6](=[O:15])[N:7]([CH3:14])[C:8]=1[N:9]=[CH:10][N:11](C)C)#[N:2].[CH3:18]N>CO>[CH3:18][NH:2][C:1]1[N:11]=[CH:10][N:9]=[C:8]2[N:7]([CH3:14])[C:6](=[O:15])[N:5]([CH3:16])[C:4](=[O:17])[C:3]=12. Procedure: 0.47 g of the above compound 15 was dissolved in 11 ml of methanol and then 1 ml of methylamine (30% methanol solution) was added dropwise thereto. After stirring overnight at room temperature, the crystalline precipitate was filtered off and recrystallized from ligroin to give 0.38 g of 5-methylamino-1,3-dimethylpyrimido[4,5-d]pyrimidine-2,4-dione (compound 16) in a 85% yield. The reactants are C1CCOC1, CO, [Li+], COC(=O)c1ccc(-c2ccc3c(c2)CCC(CNCC(O)c2ccc(N)nc2)O3)cc1, [OH-]. Yields the product Nc1ccc(C(O)CNCC2CCc3cc(-c4ccc(C(=O)O)cc4)ccc3O2)cn1. RXN SMILES: [CH2:35]1[O:36][CH2:37][CH2:38][CH2:39]1.[CH3:40][OH:41].[Li+:33].[NH2:1][c:2]1[cH:3][cH:4][c:5]([CH:8]([CH2:9][NH:10][CH2:11][CH:12]2[O:13][c:14]3[cH:15][cH:16][c:17](-[c:22]4[cH:23][cH:24][c:25]([C:26](=[O:27])[O:28][CH3:29])[cH:30][cH:31]4)[cH:18][c:19]3[CH2:20][CH2:21]2)[OH:32])[cH:6][n:7]1.[OH-:34]>>[NH2:1][c:2]1[cH:3][cH:4][c:5]([CH:8]([CH2:9][NH:10][CH2:11][CH:12]2[O:13][c:14]3[cH:15][cH:16][c:17](-[c:22]4[cH:23][cH:24][c:25]([C:26](=[O:27])[OH:28])[cH:30][cH:31]4)[cH:18][c:19]3[CH2:20][CH2:21]2)[OH:32])[cH:6][n:7]1. The reactants are C=1(N=NN2C=NC3=C(C21)C=CN3)[C@H]3CC[C@H](CC3)C=O (cis-4-(7H-Pyrrolo[3,2-e][1,2,3]triazolo[1,5-c]pyrimidin-1-yl)cyclohexanecarbaldehyde), Cl.OC1CNC1 (3-hydroxyazetidine hydrochloride), O (water), B.N1=C(C=CC=C1)C (2-picoline borane). The solvent is CO (methanol), O1CCCC1 (tetrahydrofuran), C(C)(=O)O (acetic acid). Reaction conditions: time 1 hour. The product is C=1(N=NN2C=NC3=C(C21)C=CN3)[C@H]3CC[C@H](CC3)CN3CC(C3)O (1-{[cis-4-(7H-Pyrrolo[3,2-e][1,2,3]triazolo[1,5-c]pyrimidin-1-yl)cyclohexyl]methyl}azetidin-3-ol). The yield is 20.4%. Reaction SMILES: [C:1]1([C@@H:13]2[CH2:18][CH2:17][C@H:16]([CH:19]=O)[CH2:15][CH2:14]2)[N:2]=[N:3][N:4]2[C:9]=1[C:8]1[CH:10]=[CH:11][NH:12][C:7]=1[N:6]=[CH:5]2.Cl.[OH:22][CH:23]1[CH2:26][NH:25][CH2:24]1.B.N1C=CC=CC=1C.O>CO.O1CCCC1.C(O)(=O)C>[C:1]1([C@@H:13]2[CH2:18][CH2:17][C@H:16]([CH2:19][N:25]3[CH2:26][CH:23]([OH:22])[CH2:24]3)[CH2:15][CH2:14]2)[N:2]=[N:3][N:4]2[C:9]=1[C:8]1[CH:10]=[CH:11][NH:12][C:7]=1[N:6]=[CH:5]2 |f:1.2,3.4|. Procedure details: cis-4-(7H-Pyrrolo[3,2-e][1,2,3]triazolo[1,5-c]pyrimidin-1-yl)cyclohexanecarbaldehyde (30.0 mg, 0.111 mmol) in methanol (2 mL), tetrahydrofuran (1 mL) and acetic acid (100 μL) was mixed with 3-hydroxyazetidine hydrochloride (41.3 mg, 0.334 mmol) and stirred at room temperature for 1 hour. The reaction mixture was mixed with 2-picoline borane (23.8 mg, 0.334 mmol) and stirred at room temperature for 14 hours. After addition of water, the reaction mixture was extracted with ethyl acetate. The aqueo... Starting materials: [Si](O)(O)(O)O.NC(=O)N (urea silicate), C=O (formaldehyde), S(O)(O)(=O)=O (sulfuric acid), NC(=O)N (urea), [Si](O)(O)(O)O.NC(=O)N (urea silicate), C=O (formaldehyde), [Si](O)(O)(O)O.NC(=O)N (urea silicate). Product: [Si](O)(O)(O)O.NC(=O)N.C=O (formaldehyde urea silicate). RXN SMILES: [Si:1]([OH:5])([OH:4])([OH:3])[OH:2].[NH2:6][C:7]([NH2:9])=[O:8].C=O.N[C:13](N)=[O:14].S(=O)(=O)(O)O>>[Si:1]([OH:5])([OH:4])([OH:3])[OH:2].[NH2:6][C:7]([NH2:9])=[O:8].[CH2:13]=[O:14] |f:0.1,5.6.7|. Reported procedure: The said urea silicate is added to an aqueous solution of formaldehyde in the ratio of 1:1.5 mols, mixed, and the urea silicate goes into solution. The unreacted silicic acid is removed by filtration. About 15% to 25% of the said silicic acid did not chemically react with said urea. To the clear aqueous solution of urea silicate and formaldehyde is added a dilute solution of sulfuric acid until the pH is 4 to 5, then said solution is heated to 70° to 110° C. for 20 to 80 minutes, until the desir... The reactants are CS(=O)(=O)CCO, COC(=O)c1c([N+](=O)[O-])ccc(F)c1C, [H-], [Na+], CN(C)C=O. Product: COC(=O)c1c([N+](=O)[O-])ccc(O)c1C. RXN SMILES: [CH3:16][S:17](=[O:18])([CH2:19][CH2:20][OH:21])=[O:22].[CH3:1][O:2][C:3]([c:4]1[c:5]([CH3:14])[c:6]([F:13])[cH:7][cH:8][c:9]1[N+:10](=[O:11])[O-:12])=[O:15].[H-:23].[Na+:24].[O:25]=[CH:26][N:27]([CH3:28])[CH3:29]>>[CH3:1][O:2][C:3]([c:4]1[c:5]([CH3:14])[c:6]([OH:18])[cH:7][cH:8][c:9]1[N+:10](=[O:11])[O-:12])=[O:15]. Reactants: [BH4-].[Na+] (Sodium borohydride), C(C1=CC=CC=C1)OC(=O)NC1(CCCCC1)C(=O)O (1-(benzyloxycarbonylamino)cyclohexane-1-carboxylic acid), CN1CCOCC1 (N-methylmorpholine), ClC(=O)OCC(C)C (isobutyl chloroformate). Run in O (water), COCCOC (DME), O (water). Run at temperature 4 celsius, time 5 minute. The product is C(C1=CC=CC=C1)OC(=O)NC1(CCCCC1)CO (1-(benzyloxycarbonylamino)-1-(hydroxymethyl)cyclohexane). Yield: 101.3%. Reaction SMILES: [CH2:1]([O:8][C:9]([NH:11][C:12]1([C:18](O)=[O:19])[CH2:17][CH2:16][CH2:15][CH2:14][CH2:13]1)=[O:10])[C:2]1[CH:7]=[CH:6][CH:5]=[CH:4][CH:3]=1.CN1CCOCC1.ClC(OCC(C)C)=O.[BH4-].[Na+]>COCCOC.O>[CH2:1]([O:8][C:9]([NH:11][C:12]1([CH2:18][OH:19])[CH2:13][CH2:14][CH2:15][CH2:16][CH2:17]1)=[O:10])[C:2]1[CH:3]=[CH:4][CH:5]=[CH:6][CH:7]=1 |f:3.4|. Procedure details: To a solution of 1-(benzyloxycarbonylamino)cyclohexane-1-carboxylic acid (4.16 g, 15.0 mmol) and N-methylmorpholine (1.81 mL, 16.5 mmol) in DME (15 mL) at 4° C. was slowly added isobutyl chloroformate (2.14 mL, 16.5 mmol) and the reaction mixture was stirred for 5 min, then filtered into a pre-cooled (4° C.) flask. Sodium borohydride (0.85 g, 22.5 mmol) in water (7 mL) wag added followed immediately by water (500 mL). The reaction was then warmed to 20° C. and stirred for 30 min. The reaction mi...